From a dataset of the Open Reaction Database (ORD), a public repository of structured organic reaction records. describe an organic reaction: reactants, conditions, products, and yield The reactants are O=C1CCCCCN1, C=CC#N, Cc1ccccc1, [K+], [OH-], O, O=P(O)(O)O. Yields the product N#CCCC1CCCCNC1=O. Reaction SMILES: [C:1]1(=[O:8])[CH2:2][CH2:3][CH2:4][CH2:5][CH2:6][NH:7]1.[CH2:11]=[CH:12][C:13]#[N:14].[CH3:21][c:22]1[cH:23][cH:24][cH:25][cH:26][cH:27]1.[K+:10].[OH-:9].[OH2:20].[P:15](=[O:16])([OH:17])([OH:18])[OH:19]>>[C:1]1(=[O:8])[CH:2]([CH2:11][CH2:12][C:13]#[N:14])[CH2:3][CH2:4][CH2:5][CH2:6][NH:7]1. Starting materials: Cl.[Cl-].COC(CNCCC12CC[N+](CC1)(CC2)CC2=CC=CC=C2)OC (N-[2-(1-benzyl-1-azoniabicyclo[2.2.2]-octan-4-yl)ethyl]aminoacetaldehyde-dimethylacetal-chloride-hydrochloride), amine. Solvent: CO (methanol). Yields the product [Cl-].C(C1=CC=CC=C1)[N+]12CCC(CC1)(CC2)CCCl (1-benzyl-4-(2-chloroethyl)-1-azoniabicyclo[2.2.2]octane-chloride), COC(CN)OC (aminoacetaldehyde-dimethylacetal). As a reaction SMILES: [ClH:1].[Cl-].[CH3:3][O:4][CH:5]([O:25][CH3:26])[CH2:6][NH:7][CH2:8][CH2:9][C:10]12[CH2:17][CH2:16][N+:13]([CH2:18][C:19]3[CH:24]=[CH:23][CH:22]=[CH:21][CH:20]=3)([CH2:14][CH2:15]1)[CH2:12][CH2:11]2>CO>[Cl-:1].[CH2:18]([N+:13]12[CH2:16][CH2:17][C:10]([CH2:9][CH2:8][Cl:1])([CH2:15][CH2:14]1)[CH2:11][CH2:12]2)[C:19]1[CH:24]=[CH:23][CH:22]=[CH:21][CH:20]=1.[CH3:3][O:4][CH:5]([O:25][CH3:26])[CH2:6][NH2:7] |f:0.1.2,4.5|. Procedure: The N-[2-(1-benzyl-1-azoniabicyclo[2.2.2]-octan-4-yl)ethyl]aminoacetaldehyde-dimethylacetal-chloride-hydrochloride [melting point: 202°-204° C. (decomp.); Rf -value: 0.62 (Reversed Phase Silica gel, methanol/5% aqueous saline solution=6:4)]1 used as amine component is obtained by reaction of 1-benzyl-4-(2-chloroethyl)-1-azoniabicyclo[2.2.2]octane-chloride with aminoacetaldehyde-dimethylacetal. Procedure details: A mixture of 2-methyleneglutaric acid [Ber. 34, 427 (1901)] (40 g.) and acetyl chloride (80 ml.) is heated on the steam bath for 1.5 hours. The excess acetyl chloride is removed in vacuo (75°) and the residue is evaporated from toluene twice. Finally, the residue is dissolved in ethanol and heated on the steam bath for one hour. The reaction mixture is concentrated to dryness to yield 2-methylene-4-(ethoxycarbonyl)butyric acid. Yields the product C=C(C(=O)O)CCC(=O)OCC (2-methylene-4-(ethoxycarbonyl)butyric acid). RXN SMILES: [CH2:1]=[C:2]([CH2:6][CH2:7][C:8]([OH:10])=[O:9])[C:3]([OH:5])=[O:4].[C:11](Cl)(=O)[CH3:12]>>[CH2:1]=[C:2]([CH2:6][CH2:7][C:8]([O:10][CH2:11][CH3:12])=[O:9])[C:3]([OH:5])=[O:4]. The reactants are C=C(C(=O)O)CCC(=O)O (2-methyleneglutaric acid), C(C)(=O)Cl (acetyl chloride). Reactants: [Cl-].[NH4+] (ammonium chloride), C(CCCCC)C=1NC2=CC=CC=C2C1 (2-hexyl-1H-indole), [OH-].[K+] (KOH), O1C(CCCC1=O)=O (dihydro-pyran-2,6-dione). Solvent: C(C)(=O)OCC (ethyl acetate), CS(=O)C (DMSO). Reaction conditions: time 30 minute. Yields the product C(CCCCC)C=1N(C2=CC=CC=C2C1)C(CCCC(=O)O)=O (5-(2-Hexyl-indol-1-yl)-5-oxo-pentanoic acid). As a reaction SMILES: [CH2:1]([C:7]1[NH:8][C:9]2[C:14]([CH:15]=1)=[CH:13][CH:12]=[CH:11][CH:10]=2)[CH2:2][CH2:3][CH2:4][CH2:5][CH3:6].[OH-].[K+].[O:18]1[C:23](=[O:24])[CH2:22][CH2:21][CH2:20][C:19]1=[O:25].[Cl-].[NH4+]>CS(C)=O.C(OCC)(=O)C>[CH2:1]([C:7]1[N:8]([C:23](=[O:24])[CH2:22][CH2:21][CH2:20][C:19]([OH:25])=[O:18])[C:9]2[C:14]([CH:15]=1)=[CH:13][CH:12]=[CH:11][CH:10]=2)[CH2:2][CH2:3][CH2:4][CH2:5][CH3:6] |f:1.2,4.5|. Procedure: To a solution of 2-hexyl-1H-indole in DMSO was added KOH at RT and was stirred for 30 minutes. Then to this mixture dihydro-pyran-2,6-dione was added and stirred for 3 hours. The reaction was treated with saturated ammonium chloride and ethyl acetate. The product was purified by column chromatography.